This data is from the Open Reaction Database (ORD), a public repository of structured organic reaction records. The task is: describe an organic reaction: reactants, conditions, products, and yield Reactants: C1=CC=CC=2SC3=CC=CC=C3NC12 (Phenothiazine), COC1C=CC=CC=C1 (7-methoxycycloheptatriene). Reaction conditions: temperature 150 celsius. Yields the product COC=1C=CCC=CC1 (3-methoxycyclohepta-1,3,5-triene). RXN SMILES: C1C2NC3C(=CC=CC=3)SC=2C=CC=1.[CH3:15][O:16][CH:17]1[CH:23]=[CH:22][CH:21]=[CH:20][CH:19]=[CH:18]1>>[CH3:15][O:16][C:17]1[CH:18]=[CH:19][CH2:20][CH:21]=[CH:22][CH:23]=1. Procedure: Phenothiazine (1.4 gm=0.1% by weight of 7-methoxycycloheptatriene) was dissolved in 1381.9 gm of distilled 7-methoxycycloheptatriene. The solution was then heated under nitroen at ambient pressure for 2 hours at 150° C., during which time low-boiling materials were removed by a condenser set for downward distillation. Upon cooling, the residual material weighed 1345.2 grams, representing a crude yield of 97.3% (based on initial 7-methoxy isomer). NMR analysis indicated a product composition of 7...